This data is from the Open Reaction Database (ORD), a public repository of structured organic reaction records. The task is: describe an organic reaction: reactants, conditions, products, and yield The yield is 10.6%. Procedure details: Iodine (0.335 g, 1.32 mmol), diiodomethane (4.3 mL, 53.0 mmol) and 3-bromostyrene (5 g, 26.4 mmol) were added successively to a suspension of copper (7.5 g, 118.8 mmol) in toluene (50 mL). The mixture was refluxed for 140 h, then filtered and concentrated in vacuo. The residue was distilled under reduced pressure to afford 3-bromo-1-cyclopropylbenzene (0.55 g, 10%) as a colorless oil. As a reaction SMILES: II.I[CH2:4]I.[Br:6][C:7]1[CH:8]=[C:9]([CH:12]=[CH:13][CH:14]=1)[CH:10]=[CH2:11]>C1(C)C=CC=CC=1.[Cu]>[Br:6][C:7]1[CH:8]=[C:9]([CH:10]2[CH2:4][CH2:11]2)[CH:12]=[CH:13][CH:14]=1. The solvent is C1(=CC=CC=C1)C (toluene). Yields the product BrC=1C=C(C=CC1)C1CC1 (3-bromo-1-cyclopropylbenzene). Starting materials: II (Iodine), ICI (diiodomethane), BrC=1C=C(C=C)C=CC1 (3-bromostyrene). Reagents/catalysts: [Cu] (copper). Starting materials: C(C)(C)(C)OC(CC(C(C(=O)O)CCC1=CC=CC=C1)C(N(CC)C1=CC=C(C=C1)C1=CC=CC=C1)=O)=O (3-(Biphenyl-4-yl-ethylcarbamoyl)-2-phenethyl-pentanedioic acid 5-tert-butyl ester), ice, C(=O)(C(F)(F)F)O (TFA), O (water). The solvent is C(Cl)Cl (DCM). Reaction conditions: time 2 hour. Product: C1(=CC=C(C=C1)N(C(=O)C(C(C(=O)O)CCC1=CC=CC=C1)CC(=O)O)CC)C1=CC=CC=C1 (3-(Biphenyl-4-yl-ethylcarbamoyl)-2-phenethyl-pentanedioic acid). Reaction SMILES: C(O)(C(F)(F)F)=O.O.C([O:13][C:14](=[O:46])[CH2:15][CH:16]([C:29](=[O:45])[N:30]([C:33]1[CH:38]=[CH:37][C:36]([C:39]2[CH:44]=[CH:43][CH:42]=[CH:41][CH:40]=2)=[CH:35][CH:34]=1)[CH2:31][CH3:32])[CH:17]([CH2:21][CH2:22][C:23]1[CH:28]=[CH:27][CH:26]=[CH:25][CH:24]=1)[C:18]([OH:20])=[O:19])(C)(C)C>C(Cl)Cl>[C:36]1([C:39]2[CH:40]=[CH:41][CH:42]=[CH:43][CH:44]=2)[CH:35]=[CH:34][C:33]([N:30]([CH2:31][CH3:32])[C:29]([CH:16]([CH2:15][C:14]([OH:46])=[O:13])[CH:17]([CH2:21][CH2:22][C:23]2[CH:24]=[CH:25][CH:26]=[CH:27][CH:28]=2)[C:18]([OH:20])=[O:19])=[O:45])=[CH:38][CH:37]=1. Reported procedure: To an ice cooled solution of TFA (30%) in DCM (5 mL) containing water (5%) was added the compound of Example 55. The reaction mixture was stirred for 2 h at room temperature, after which time, the solvent was removed. The residue was triturated with ether and evaporated. The residue was partitioned between sodium hydroxide (1N) and ether. Following separation, the alkaline phase was acidified to pH 1 using HCl (1N) and extracted with ethyl acetate. The recombined organic layer was dried over sod... The reactants are C(C)(=O)O (acetic acid), C(C)(=O)[O-].[K+] (potassium acetate), ClCC=1C(=NC=C(N1)C(Cl)Cl)N1C(C=2C(C1=O)=CC=CC2)=O (3-chloromethyl-5-dichloromethyl-2-phthalimidopyrazine), ClCCl (dichloromethane), ice water. Run in CS(=O)C (dimethyl sulfoxide). Conditions: time 3 day. Product: C(C)(=O)OCC=1C(=NC=C(N1)C(Cl)Cl)N1C(C=2C(C1=O)=CC=CC2)=O (3-acetoxymethyl-5-dichloromethyl-2-phthalimidopyrazine). Yield: 77.0%. As a reaction SMILES: [C:1]([OH:4])(=[O:3])[CH3:2].C([O-])(=O)C.[K+].Cl[CH2:11][C:12]1[C:13]([N:21]2[C:25](=[O:26])[C:24]3=[CH:27][CH:28]=[CH:29][CH:30]=[C:23]3[C:22]2=[O:31])=[N:14][CH:15]=[C:16]([CH:18]([Cl:20])[Cl:19])[N:17]=1.ClCCl>CS(C)=O>[C:1]([O:4][CH2:11][C:12]1[C:13]([N:21]2[C:22](=[O:31])[C:23]3=[CH:30][CH:29]=[CH:28][CH:27]=[C:24]3[C:25]2=[O:26])=[N:14][CH:15]=[C:16]([CH:18]([Cl:19])[Cl:20])[N:17]=1)(=[O:3])[CH3:2] |f:1.2|. Procedure details: 50 ml of absolute glacial acetic acid and 35 g of potassium acetate were added to a solution of 57.7 g (0.16 mole) of 65% strength 3-chloromethyl-5-dichloromethyl-2-phthalimidopyrazine in 1,000 ml of dimethyl sulfoxide, and the mixture was then stirred for three days at room temperature. Thereafter, 1,000 ml of dichloromethane and 1,000 ml of ice-water were added to the reaction mixture, the resulting mixture was mixed thoroughly, and phase separation was effected. The aqueous phase was extracte... Reactants: BrC1=CC=C(C=C1)CCO (2-(4-Bromophenyl)ethanol), C(CCC)P(CCCC)CCCC (tributylphosphine), ClC1=C(C(=CC(=C1)C)Cl)O (2,6-dichloro-4-methylphenol), N(=NC(=O)N1CCCCC1)C(=O)N1CCCCC1 (1,1′-(azodicarbonyl)-dipiperidine). Solvent: CCOCC (ether), C1(=CC=CC=C1)C (toluene). Conditions: temperature 80 celsius. Yields the product BrC1=CC=C(C=C1)CCOC1=C(C=C(C=C1Cl)C)Cl (2-[2-(4-Bromophenyl)ethoxy]-1,3-dichloro-5-methylbenzene). Reaction SMILES: [Br:1][C:2]1[CH:7]=[CH:6][C:5]([CH2:8][CH2:9][OH:10])=[CH:4][CH:3]=1.[Cl:11][C:12]1[CH:17]=[C:16]([CH3:18])[CH:15]=[C:14]([Cl:19])[C:13]=1O.N(C(N1CCCCC1)=O)=NC(N1CCCCC1)=O.C(P(CCCC)CCCC)CCC>CCOCC.C1(C)C=CC=CC=1>[Br:1][C:2]1[CH:7]=[CH:6][C:5]([CH2:8][CH2:9][O:10][C:13]2[C:12]([Cl:11])=[CH:17][C:16]([CH3:18])=[CH:15][C:14]=2[Cl:19])=[CH:4][CH:3]=1. Procedure details: 2-(4-Bromophenyl)ethanol (1 eq.) and 2,6-dichloro-4-methylphenol (1.5 eq.) were taken up in freshly deoxygenated toluene (0.1 M). To this solution was then added 1,1′-(azodicarbonyl)-dipiperidine (1.2 eq.) and finally tributylphosphine (1.2 eq.). The resulting yellow solution was heated at 80° C. for 2 h. The reaction mixture was cooled to RT, diluted with ether, and washed with 1 N aq. NaOH. The aqueous wash was back extracted with ether and the combined organic extracts were dried over MgSO4. ... The reactants are C(C)(=O)OCC.CCCCCC (ethyl acetate hexane), N1C(=O)N(C)C=2N=CN(C)C2C1=O.[Na] (sodium theobromine), O (water), CS(=O)(=O)CCCCCC=C (7-methanesulfonyl-1-heptene). Solvent: CS(=O)C (dimethylsulfoxide). Reaction conditions: temperature 60 celsius, time 16 hour. Product: C(CCCCC=C)N1C(=O)N(C=2N=CN(C2C1=O)C)C (1-(6-Heptenyl)-3,7-dimethylxanthine). Yield: 48.8%. RXN SMILES: [NH:1]1[C:12](=[O:13])[C:11]2[N:9]([CH3:10])[CH:8]=[N:7][C:6]=2[N:4]([CH3:5])[C:2]1=[O:3].[Na].CS([CH2:19][CH2:20][CH2:21][CH2:22][CH2:23][CH:24]=[CH2:25])(=O)=O.O.C(OCC)(=O)C.CCCCCC>CS(C)=O>[CH2:25]([N:1]1[C:12](=[O:13])[C:11]2[N:9]([CH3:10])[CH:8]=[N:7][C:6]=2[N:4]([CH3:5])[C:2]1=[O:3])[CH2:24][CH2:23][CH2:22][CH2:21][CH:20]=[CH2:19] |f:0.1,4.5,^1:13|. Procedure: To a suspension of sodium theobromine (9.05 g, 50.0 mmol) in dimethylsulfoxide (90 mL) was added 7-methanesulfonyl-1-heptene (9.30 g, 48.2 mmol). The reaction was stirred for 16 hours at 60° C. The mixture was then poured into water (100 mL) and extracted with ethyl acetate (3×100 mL). The organic portions were combined, dried, and evaporated to give an orange solid. Chromatography (silica, ethyl acetate/hexane) yielded 6.50 g (47% yield) 1-(6-Heptenyl)-3,7-dimethylxanthine (inventive compound n...